Dataset: the Open Reaction Database (ORD), a public repository of structured organic reaction records. Task: describe an organic reaction: reactants, conditions, products, and yield Reactants: S(=O)(=O)(O)[O-].[K+] (potassium hydrogen sulfate), CS(=O)(=O)CC(C(=O)OC)=C (methyl 2-(methylsulfonylmethyl)acrylate), [OH-].[Li+] (lithium hydroxide). Solvent: O1CCCC1 (tetrahydrofuran), O (water). Product: CS(=O)(=O)CC(C(=O)O)=C (2-(methylsulfonylmethyl) acrylic acid). The yield is 88.8%. Reaction SMILES: [CH3:1][S:2]([CH2:5][C:6](=[CH2:11])[C:7]([O:9]C)=[O:8])(=[O:4])=[O:3].[OH-].[Li+].S([O-])(O)(=O)=O.[K+]>O1CCCC1.O>[CH3:1][S:2]([CH2:5][C:6](=[CH2:11])[C:7]([OH:9])=[O:8])(=[O:4])=[O:3] |f:1.2,3.4|. Procedure details: Part B. A solution of methyl 2-(methylsulfonylmethyl)acrylate (970 mg, 5.44 mmol) in 15 mL of tetrahydrofuran was treated with a solution of lithium hydroxide (270 mg, 6.4 mmol) in 7 mL of water. The solution was stirred at room temperature for 5 m and then acidified to pH=1 with 1N aqueous potassium hydrogen sulfate and the solution extracted three times with ethyl acetate. The combined ethyl acetate solution was dried over anhydrous magnesium sulfate, filtered, and concentrated to give 793 mg,... Reactants: BrC1=CC(=C2C=CN(C2=C1)C1=C(C(=NC2=CC=C(C=C12)Cl)C)C)OC (4-(6-bromo-4-methoxy-1H-indol-1-yl)-6-chloro-2,3-dimethylquinoline), CC1(OB(OC1(C)C)C1=CC=NC=C1)C (4-(4,4,5,5-tetramethyl-1,3,2-dioxaborolan-2-yl)pyridine). Product: ClC=1C=C2C(=C(C(=NC2=CC1)C)C)N1C=CC2=C(C=C(C=C12)C1=CC=NC=C1)OC (6-chloro-4-(4-methoxy-6-(4-pyridinyl)-1H-indol-1-yl)-2,3-dimethylquinoline). Reaction SMILES: Br[C:2]1[CH:10]=[C:9]2[C:5]([CH:6]=[CH:7][N:8]2[C:11]2[C:20]3[C:15](=[CH:16][CH:17]=[C:18]([Cl:21])[CH:19]=3)[N:14]=[C:13]([CH3:22])[C:12]=2[CH3:23])=[C:4]([O:24][CH3:25])[CH:3]=1.CC1(C)C(C)(C)OB([C:34]2[CH:39]=[CH:38][N:37]=[CH:36][CH:35]=2)O1>>[Cl:21][C:18]1[CH:19]=[C:20]2[C:15](=[CH:16][CH:17]=1)[N:14]=[C:13]([CH3:22])[C:12]([CH3:23])=[C:11]2[N:8]1[C:9]2[C:5](=[C:4]([O:24][CH3:25])[CH:3]=[C:2]([C:34]3[CH:39]=[CH:38][N:37]=[CH:36][CH:35]=3)[CH:10]=2)[CH:6]=[CH:7]1. Procedure: Prepared according to procedure W using 4-(6-bromo-4-methoxy-1H-indol-1-yl)-6-chloro-2,3-dimethylquinoline (0.4 g, 0.962 mmol) and 4-(4,4,5,5-tetramethyl-1,3,2-dioxaborolan-2-yl)pyridine (0.3946 g, 1.92 mmol) to give 6-chloro-4-(4-methoxy-6-(4-pyridinyl)-1H-indol-1-yl)-2,3-dimethylquinoline as a white solid: 1H NMR (500 MHz, DMSO-d6) δ ppm 8.50 (2H, dd, J=4.6, 1.5 Hz), 8.09 (1H, d, J=8.8 Hz), 7.74 (1H, dd, J=8.9, 2.3 Hz), 7.64 (2H, dd, J=4.5, 1.6 Hz), 7.57 (1H, d, J=3.2 Hz), 7.07 (1H, s), 6.86-6... The reactants are [Br-], CCOc1c(NC(C)(C)C)c(=O)c1=O, NCc1ccccc1C(F)(F)F, [K+]. Yields the product CC(C)(C)Nc1c(NCc2ccccc2C(F)(F)F)c(=O)c1=O. Reaction SMILES: [Br-:27].[CH2:1]([O:2][c:4]1[c:5](=[O:14])[c:6](=[O:13])[c:7]1[NH:8][C:9]([CH3:10])([CH3:11])[CH3:12])[CH3:3].[F:15][C:16]([c:17]1[c:18]([CH2:19][NH2:20])[cH:21][cH:22][cH:23][cH:24]1)([F:25])[F:26].[K+:28]>>[c:4]1([NH:20][CH2:19][c:18]2[c:17]([C:16]([F:15])([F:25])[F:26])[cH:24][cH:23][cH:22][cH:21]2)[c:5](=[O:14])[c:6](=[O:13])[c:7]1[NH:8][C:9]([CH3:10])([CH3:11])[CH3:12]. Reactants: CCCCc1ccc(C#Cc2ccc(CN(C(=O)C3CCCCC3)c3ccc4c(c3)C(=O)OC(C)(C)O4)cc2)cc1, CCO, [Na+], [OH-]. Yields the product CCCCc1ccc(C#Cc2ccc(CN(C(=O)C3CCCCC3)c3ccc(O)c(C(=O)O)c3)cc2)cc1. Reaction SMILES: [CH2:1]([CH2:2][CH2:3][CH3:4])[c:5]1[cH:6][cH:7][c:8]([C:11]#[C:12][c:13]2[cH:14][cH:15][c:16]([CH2:17][N:18]([C:19](=[O:20])[CH:21]3[CH2:22][CH2:23][CH2:24][CH2:25][CH2:26]3)[c:27]3[cH:28][c:29]4[c:30]([cH:38][cH:39]3)[O:31][C:32]([CH3:36])([CH3:37])[O:33][C:34]4=[O:35])[cH:40][cH:41]2)[cH:9][cH:10]1.[CH3:44][CH2:45][OH:46].[Na+:43].[OH-:42]>>[CH2:1]([CH2:2][CH2:3][CH3:4])[c:5]1[cH:6][cH:7][c:8]([C:11]#[C:12][c:13]2[cH:14][cH:15][c:16]([CH2:17][N:18]([C:19](=[O:20])[CH:21]3[CH2:22][CH2:23][CH2:24][CH2:25][CH2:26]3)[c:27]3[cH:28][c:29]([C:34](=[O:33])[OH:35])[c:30]([OH:31])[cH:38][cH:39]3)[cH:40][cH:41]2)[cH:9][cH:10]1. The reactants are C(CCCCC)SC=CC(=O)OC (methyl 3-(hexylthio)-2-propenoate), CC(C)C[AlH]CC(C)C (DIBAL). Run in CCCCCC (hexane). Yields the product C(CCCCC)SC=CCO (3-hexylthio-2-propenol). Reaction SMILES: [CH2:1]([S:7][CH:8]=[CH:9][C:10](OC)=[O:11])[CH2:2][CH2:3][CH2:4][CH2:5][CH3:6].CC(C[AlH]CC(C)C)C>CCCCCC>[CH2:1]([S:7][CH:8]=[CH:9][CH2:10][OH:11])[CH2:2][CH2:3][CH2:4][CH2:5][CH3:6]. Reported procedure: To a cooled (5°) solution of the above methyl 3-(hexylthio)-2-propenoate (0.84 g, 4.2 mmol) in 5 ml of hexane is added dropwise 10.7 ml (9.7 mmol) of a DIBAL solution (0.91 M/hexane). After addition is complete, the ice bath is removed. Aqueous methanol (3 ml MeOH:2 ml H2O) is added dropwise, followed by ether, and the reaction mixture is filtered, washed with ether and then stripped of solvent to give 3-hexylthio-2-propenol. Reactants: ClCC(=O)C=1N(C=C(C1)C(C1=CC=C(C=C1)Cl)=O)C (2-chloro-1-[4-(4-chlorobenzoyl)-1-methyl-1H -pyrrol-2-yl]-ethanone), N1CCCCC1 (piperidine). Solvent: 2-PrOH. Product: ClC1=CC=C(C(=O)C=2C=C(N(C2)C)C(CN2CCCCC2)=O)C=C1 (1-[4-(4-Chlorobenzoyl)-1-methyl-1H-pyrrol-2-yl]-2-(1-piperidinyl)-ethanone). Yield: 81.4%. RXN SMILES: Cl[CH2:2][C:3]([C:5]1[N:6]([CH3:19])[CH:7]=[C:8]([C:10](=[O:18])[C:11]2[CH:16]=[CH:15][C:14]([Cl:17])=[CH:13][CH:12]=2)[CH:9]=1)=[O:4].[NH:20]1[CH2:25][CH2:24][CH2:23][CH2:22][CH2:21]1>>[Cl:17][C:14]1[CH:15]=[CH:16][C:11]([C:10]([C:8]2[CH:9]=[C:5]([C:3](=[O:4])[CH2:2][N:20]3[CH2:25][CH2:24][CH2:23][CH2:22][CH2:21]3)[N:6]([CH3:19])[CH:7]=2)=[O:18])=[CH:12][CH:13]=1. Procedure: A solution of 4 g (0.013 mole) of 2-chloro-1-[4-(4-chlorobenzoyl)-1-methyl-1H -pyrrol-2-yl]-ethanone (11) and 4.08 mL (0.039 mole) of piperidine in 60 mL 2-PrOH was heated under reflux for 1 h. The solvent was evaporated in vacuo and the residue was taken up in diethyl ether/THF, washed with water, brine, and dried (MgSO4). Evaporation of the solvent gave a tan solid which was recrystallized from 2-PrOH to give 3.65 g of product: mp 129-130° C.; mass spectrum (Cl—CH4) m/z=345 (M+1); NMR 300 MHz ...